This data is from the Open Reaction Database (ORD), a public repository of structured organic reaction records. The task is: describe an organic reaction: reactants, conditions, products, and yield The reactants are OC1CN(CC=C1C1=C(C=C(C=C1OC)OC)OC)C (3(R,S)-hydroxy-1-methyl4-(2,4,6-trimethoxyphenyl)-1,2,3,6-tetrahydropyridine), C(C)(=O)OC(C)=O (acetic anhydride). Run at temperature 100 celsius, time 4 hour. The product is C(C)(=O)OC1CN(CC=C1C1=C(C=C(C=C1OC)OC)OC)C (3(R,S)-acetoxy-1-methyl4-(2,4,6-trimethoxyphenyl)-1,2,3,6-tetrahydropyridine). As a reaction SMILES: [OH:1][CH:2]1[C:7]([C:8]2[C:13]([O:14][CH3:15])=[CH:12][C:11]([O:16][CH3:17])=[CH:10][C:9]=2[O:18][CH3:19])=[CH:6][CH2:5][N:4]([CH3:20])[CH2:3]1.[C:21](OC(=O)C)(=[O:23])[CH3:22]>>[C:21]([O:1][CH:2]1[C:7]([C:8]2[C:13]([O:14][CH3:15])=[CH:12][C:11]([O:16][CH3:17])=[CH:10][C:9]=2[O:18][CH3:19])=[CH:6][CH2:5][N:4]([CH3:20])[CH2:3]1)(=[O:23])[CH3:22]. Procedure details: 2.79 g (10 mmol) of 3(R,S)-hydroxy-1-methyl4-(2,4,6-trimethoxyphenyl)-1,2,3,6-tetrahydropyridine (VII) were dissolved in 15 ml of acetic anhydride and stirred at 100° C. for 4 h. The solution was then evaporated in vacuo in a rotary evaporator and the residue was dissolved in 10 ml of water, adjusted to pH >12 with sodium hydroxide solution and extracted twice with 20 ml of ethyl acetate each time. The combined organic phases were washed with 10 ml of saturated sodium chloride solution, then dri... Reactants: CCN1C(=O)C(Cc2cccc(C#N)c2)N=C(c2ccccc2)c2cc(OC)c(OC)cc21, CO, N. Yields the product CCN1C(=O)C(Cc2cccc(CN)c2)N=C(c2ccccc2)c2cc(OC)c(OC)cc21. RXN SMILES: [CH2:1]([CH3:2])[N:3]1[C:4](=[O:33])[CH:5]([CH2:24][c:25]2[cH:26][c:27]([C:28]#[N:29])[cH:30][cH:31][cH:32]2)[N:6]=[C:7]([c:18]2[cH:19][cH:20][cH:21][cH:22][cH:23]2)[c:8]2[c:9]1[cH:10][c:11]([O:16][CH3:17])[c:12]([O:14][CH3:15])[cH:13]2.[CH3:35][OH:36].[NH3:34]>>[CH2:1]([CH3:2])[N:3]1[C:4](=[O:33])[CH:5]([CH2:24][c:25]2[cH:26][c:27]([CH2:28][NH2:29])[cH:30][cH:31][cH:32]2)[N:6]=[C:7]([c:18]2[cH:19][cH:20][cH:21][cH:22][cH:23]2)[c:8]2[c:9]1[cH:10][c:11]([O:16][CH3:17])[c:12]([O:14][CH3:15])[cH:13]2. Reactants: O.C(C(=O)O)(=O)O.C(C(=O)O)(=O)O.N1(CCCC1)CCOC1=CC=C(C=C1)C1=C(C2=C(S1)C=CC=C2)C(=O)C2=CC=C(C=C2)OCCCCN2CCCC2 (4-[4-(1-Pyrrolidinyl)butoxy]phenyl 2-[4-[2-(1-Pyrrolidinyl)ethoxy]phenyl]benzo[b]thiophen-3-yl Ketone Dioxalate Hydrate), O (water), NCCN1CCCC1 (1-(2-aminoethyl)pyrrolidine), C([O-])([O-])=O.[K+].[K+] (potassium carbonate). Solvent: CN(C)C=O (DMF). Reaction conditions: temperature 130 celsius, time 0.5 hour. Product: O.C(C(=O)O)(=O)O.C(C(=O)O)(=O)O.C(C(=O)O)(=O)O.N1(CCCC1)CCNC1=CC=C(C=C1)C(=O)C=1C2=C(SC1C1=CC=C(C=C1)OCCN1CCCC1)C=CC=C2 (2-[4-[2-(1-Pyrrolidinyl)ethoxy]phenyl]benzo[b]thiophen-3-yl 4-[[2-(1-Pyrrolidinyl)ethyl]amino]phenyl Ketone Trioxalate Hydrate). The yield is 130.5%. RXN SMILES: O.[C:2]([OH:7])(=[O:6])[C:3]([OH:5])=[O:4].[C:8]([OH:13])(=[O:12])[C:9]([OH:11])=[O:10].[N:14]1([CH2:19][CH2:20][O:21][C:22]2[CH:27]=[CH:26][C:25]([C:28]3[S:32][C:31]4[CH:33]=[CH:34][CH:35]=[CH:36][C:30]=4[C:29]=3[C:37]([C:39]3[CH:44]=[CH:43][C:42](OCCCCN4CCCC4)=[CH:41][CH:40]=3)=[O:38])=[CH:24][CH:23]=2)[CH2:18][CH2:17][CH2:16][CH2:15]1.[NH2:55][CH2:56][CH2:57][N:58]1[CH2:62][CH2:61][CH2:60][CH2:59]1.C(=O)([O-])[O-].[K+].[K+].O>CN(C=O)C>[OH2:4].[C:8]([OH:13])(=[O:12])[C:9]([OH:11])=[O:10].[C:2]([OH:7])(=[O:6])[C:3]([OH:5])=[O:4].[C:2]([OH:7])(=[O:6])[C:3]([OH:5])=[O:4].[N:58]1([CH2:57][CH2:56][NH:55][C:42]2[CH:41]=[CH:40][C:39]([C:37]([C:29]3[C:30]4[CH:36]=[CH:35][CH:34]=[CH:33][C:31]=4[S:32][C:28]=3[C:25]3[CH:26]=[CH:27][C:22]([O:21][CH2:20][CH2:19][N:14]4[CH2:15][CH2:16][CH2:17][CH2:18]4)=[CH:23][CH:24]=3)=[O:38])=[CH:44][CH:43]=2)[CH2:62][CH2:61][CH2:60][CH2:59]1 |f:0.1.2.3,5.6.7,10.11.12.13.14|. Procedure: 4-Fluorophenyl 2-[4-[2-(1-pyrrolidinyl)ethoxy]phenyl)benzo[b]thiophen-3-yl ketone (Example 145, Part A) (1.1 g; 2.5 mmol) was combined with 1.6 mL (12.3 mmol) of 1-(2-aminoethyl)pyrrolidine and 1.0 g (7.4 mmol) of potassium carbonate in 2 mL of dry DMF. The mixture was heated in an oil bath maintained at 130° C. for 18 h. After cooling to room temperature, the mixture was poured into 150 mL of water and stirred for 0.5 h. The product was isolated by filtration and washed with fresh water. The ti... Starting materials: C(C)(C)(C)OC(=O)N(C(=O)C=1N=C(N(C1)C1=NC(=NC=C1)N[C@@H](C)C1=CC=CC=C1)C1=CC(=CC=C1)C(F)(F)F)C1CCNCC1 ((S)-1-[2-(1-Phenyl-ethylamino)-pyrimidin-4-yl]-2-(3-trifluoromethyl-phenyl)-1H-imidazole-4-carboxylic acid-N-t-butoxycarbonylpiperidin-4-ylamide), C(=O)(C(F)(F)F)O (TFA). Run in CH2Cl12. Reaction conditions: temperature 0 celsius, time 1 hour. Yields the product N1CCC(CC1)NC(=O)C=1N=C(N(C1)C1=NC(=NC=C1)N[C@@H](C)C1=CC=CC=C1)C1=CC(=CC=C1)C(F)(F)F ((S)-1-[2-(1-phenylethylamino)pyrimidin4-yl]-2-(3-trifluoromethylphenyl)-1H-imidazole-4-carboxylic acid piperidin-4-ylamide). The yield is 55.4%. As a reaction SMILES: C(OC([N:8]([CH:41]1[CH2:46][CH2:45][NH:44][CH2:43][CH2:42]1)[C:9]([C:11]1[N:12]=[C:13]([C:31]2[CH:36]=[CH:35][CH:34]=[C:33]([C:37]([F:40])([F:39])[F:38])[CH:32]=2)[N:14]([C:16]2[CH:21]=[CH:20][N:19]=[C:18]([NH:22][C@H:23]([C:25]3[CH:30]=[CH:29][CH:28]=[CH:27][CH:26]=3)[CH3:24])[N:17]=2)[CH:15]=1)=[O:10])=O)(C)(C)C.C(O)(C(F)(F)F)=O>>[NH:44]1[CH2:43][CH2:42][CH:41]([NH:8][C:9]([C:11]2[N:12]=[C:13]([C:31]3[CH:36]=[CH:35][CH:34]=[C:33]([C:37]([F:38])([F:40])[F:39])[CH:32]=3)[N:14]([C:16]3[CH:21]=[CH:20][N:19]=[C:18]([NH:22][C@H:23]([C:25]4[CH:30]=[CH:29][CH:28]=[CH:27][CH:26]=4)[CH3:24])[N:17]=3)[CH:15]=2)=[O:10])[CH2:46][CH2:45]1. Reported procedure: (S)-1-[2-(1-Phenyl-ethylamino)-pyrimidin-4-yl]-2-(3-trifluoromethyl-phenyl)-1H-imidazole-4-carboxylic acid-N-t-butoxycarbonylpiperidin-4-ylamide (600 mg) was dissolved in 10 mL CH2Cl12 and cooled to 0° C. before adding 3 mL TFA. The reaction was allowed to warm to room temperature and stirred for 1 h. Concentration and prep HPLC on a Delta-Pak™ 40 mm×200 mm C8 column from 100/0 H2O/CH3CN to 5/95 H2O/CH3CN over 30 min yielded 280 mg of the title compound after lyophilization as a granular solid. RXN SMILES: [CH3:27][N:28]([CH3:29])[CH:30]=[O:31].[CH:32]([Cl:33])([Cl:34])[Cl:35].[OH:5][CH2:6][C:7]#[C:8][CH2:9][NH:10][C:11]([C:12]([c:13]1[cH:14][cH:15][cH:16][cH:17][cH:18]1)([OH:19])[CH:20]1[CH2:21][CH2:22][CH2:23][CH2:24][CH2:25]1)=[O:26].[S:1]([Cl:2])([Cl:3])=[O:4]>>[Cl:3][CH2:6][C:7]#[C:8][CH2:9][NH:10][C:11]([C:12]([c:13]1[cH:14][cH:15][cH:16][cH:17][cH:18]1)([OH:19])[CH:20]1[CH2:21][CH2:22][CH2:23][CH2:24][CH2:25]1)=[O:26]. The reactants are CN(C)C=O, ClC(Cl)Cl, O=C(NCC#CCO)C(O)(c1ccccc1)C1CCCCC1, O=S(Cl)Cl. Product: O=C(NCC#CCCl)C(O)(c1ccccc1)C1CCCCC1. Starting materials: C(CCC)[Li] (n-Butyllithium), C(C)(C)NC(C)C (diisopropylamine), C(C)(=O)OCC1=CC=CC=C1 (Benzyl acetate), [Si](C)(C)(C(C)(C)C)N1C([C@@H]([C@H]1CC=O)[C@@H](C)O[Si](C)(C)C(C)(C)C)=O ((3S,4R)-1-(t-butyldimethylsilyl)-3-[(R)-1-(t-butyldimethylsilyloxy)ethyl]-4-(2-oxoethyl)azetidin-2-one). The solvent is O1CCCC1 (tetrahydrofuran), O1CCCC1 (tetrahydrofuran). Conditions: temperature -78 celsius, time 15 minute. Yields the product [Si](C)(C)(C(C)(C)C)N1C([C@@H]([C@H]1CC(CC(=O)OCC1=CC=CC=C1)O)[C@@H](C)O[Si](C)(C)C(C)(C)C)=O ((3S,4R)-1-(t-butyldimethylsilyl)-3-[(R)-1-(t-butyldimethylsilyloxy)ethyl]-4-(3-benzyloxycarbonyl-2-hydroxypropyl)azetidin-2-one). Reaction SMILES: C([Li])CCC.C(NC(C)C)(C)C.[C:13]([O:16][CH2:17][C:18]1[CH:23]=[CH:22][CH:21]=[CH:20][CH:19]=1)(=[O:15])[CH3:14].[Si:24]([N:31]1[C@H:34]([CH2:35][CH:36]=[O:37])[C@@H:33]([C@H:38]([O:40][Si:41]([C:44]([CH3:47])([CH3:46])[CH3:45])([CH3:43])[CH3:42])[CH3:39])[C:32]1=[O:48])([C:27]([CH3:30])([CH3:29])[CH3:28])([CH3:26])[CH3:25]>O1CCCC1>[Si:24]([N:31]1[C@H:34]([CH2:35][CH:36]([OH:37])[CH2:14][C:13]([O:16][CH2:17][C:18]2[CH:23]=[CH:22][CH:21]=[CH:20][CH:19]=2)=[O:15])[C@@H:33]([C@H:38]([O:40][Si:41]([C:44]([CH3:47])([CH3:46])[CH3:45])([CH3:42])[CH3:43])[CH3:39])[C:32]1=[O:48])([C:27]([CH3:30])([CH3:28])[CH3:29])([CH3:26])[CH3:25]. Procedure details: n-Butyllithium (1.81 mmol) is added by syringe to a solution of diisopropylamine (1.81 mmol) in 9 ml of freshly distilled tetrahydrofuran at -78° C. The resulting solution is stirred for 15 min at -78° C. Benzyl acetate (1.81 mmol) is then added dropwise by syringe and the resulting solution is stirred at -78° C. for 20 min. A solution of (3S,4R)-1-(t-butyldimethylsilyl)-3-[(R)-1-(t-butyldimethylsilyloxy)ethyl]-4-(2-oxoethyl)azetidin-2-one (1.64 mmol) in 3 ml of anhydrous tetrahydrofuran is adde...